From a dataset of the Open Reaction Database (ORD), a public repository of structured organic reaction records. describe an organic reaction: reactants, conditions, products, and yield Starting materials: C1(CCCCC1)NCCC=1C=C(C=CC1)O (3-(2-Cyclohexylamino-ethyl)-phenol), C(C=C)(=O)Cl (acryloyl chloride). Solvent: C(Cl)Cl (methylene chloride), C([O-])(O)=O.[Na+] (sodium bicarbonate). Conditions: time 1 hour. Product: C1(CCCCC1)N(C(C=C)=O)CCC1=CC(=CC=C1)O (N-Cyclohexyl-N-[2-(3hydroxy-phenyl)-ethyl]-acrylamide). RXN SMILES: [CH:1]1([NH:7][CH2:8][CH2:9][C:10]2[CH:11]=[C:12]([OH:16])[CH:13]=[CH:14][CH:15]=2)[CH2:6][CH2:5][CH2:4][CH2:3][CH2:2]1.[C:17](Cl)(=[O:20])[CH:18]=[CH2:19]>C(Cl)Cl.C(=O)(O)[O-].[Na+]>[CH:1]1([N:7]([CH2:8][CH2:9][C:10]2[CH:15]=[CH:14][CH:13]=[C:12]([OH:16])[CH:11]=2)[C:17](=[O:20])[CH:18]=[CH2:19])[CH2:2][CH2:3][CH2:4][CH2:5][CH2:6]1 |f:3.4|. Reported procedure: To a stirred solution of the oil isolated in Step E (313 mg, 1.4 mmol) in methylene chloride (10 mL) and saturated aqueous sodium bicarbonate solution (10 m) at 0° C. was added acryloyl chloride (115 μL, 1.4 mmol). The resulting mixture was stirred for 1 h and then was extracted with methylene chloride. The solution was concentrated, the resulting residue was dissolved in MeOH (3 mL) and aqueous LiOH solution (1N, 1 mL). The mixture was then stirred at room temperature for 30 minutes. The soluti... Solvent: C(C)(C)O (isopropanol), CCOC(=O)C (EtOAc). Yields the product CN(C(OC1=CC(=CC=C1)NC(=O)C1(CCN(CC1)C=1C2=C(N=CN1)NC=C2C)COCC2=CC=CC=C2)=O)C (3-(4-(benzyloxymethyl)-1-(5-methyl-7H-pyrrolo[2,3-d]pyrimidin-4-yl)piperidine-4-carboxamido)phenyl dimethylcarbamate). RXN SMILES: [CH3:1][N:2]([CH3:30])[C:3](=[O:29])[O:4][C:5]1[CH:10]=[CH:9][CH:8]=[C:7]([NH:11][C:12]([C:14]2([CH2:20][O:21][CH2:22][C:23]3[CH:28]=[CH:27][CH:26]=[CH:25][CH:24]=3)[CH2:19][CH2:18][NH:17][CH2:16][CH2:15]2)=[O:13])[CH:6]=1.C(N(CC)C(C)C)(C)C.Cl[C:41]1[C:42]2[C:49]([CH3:50])=[CH:48][NH:47][C:43]=2[N:44]=[CH:45][N:46]=1>C(O)(C)C.CCOC(C)=O>[CH3:1][N:2]([CH3:30])[C:3](=[O:29])[O:4][C:5]1[CH:10]=[CH:9][CH:8]=[C:7]([NH:11][C:12]([C:14]2([CH2:20][O:21][CH2:22][C:23]3[CH:24]=[CH:25][CH:26]=[CH:27][CH:28]=3)[CH2:15][CH2:16][N:17]([C:41]3[C:42]4[C:49]([CH3:50])=[CH:48][NH:47][C:43]=4[N:44]=[CH:45][N:46]=3)[CH2:18][CH2:19]2)=[O:13])[CH:6]=1. Reported procedure: To a solution of 3-(4-(benzyloxymethyl)piperidine-4-carboxamido)phenyl dimethylcarbamate from step D (0.2 g, 0.49 mmol) in isopropanol (5 mL) was added N,N-diisopropylethylamine (0.167 mL, 0.98 mmol) and 4-chloro-5-methyl-7H-pyrrolo[2,3-d]pyrimidine (0.08 g, 0.49 mmol). The reaction was heated at 85° C. overnight, diluted with EtOAc, washed with brine, dried over MgSO4, and concentrated under vacuum. The residue was purified by flash chromatography (40 g SiO2, 0-80% ethylacetate:hexanes) to give... Reactants: CN(C(OC1=CC(=CC=C1)NC(=O)C1(CCNCC1)COCC1=CC=CC=C1)=O)C (3-(4-(benzyloxymethyl)piperidine-4-carboxamido)phenyl dimethylcarbamate), C(C)(C)N(C(C)C)CC (N,N-diisopropylethylamine), ClC=1C2=C(N=CN1)NC=C2C (4-chloro-5-methyl-7H-pyrrolo[2,3-d]pyrimidine). Yield: 37.6%. Conditions: temperature 85 celsius. Reactants: CN (methylamine), BrC=1C=C(C=NC1)C1(C(CCCC1)=O)C(=S)SC (2-(5-bromopyrid-3-yl)-2-methylthiothiocarbonylcyclohexanone). The solvent is C(C)O (ethanol), C(C)O (ethanol), ClCCl (dichloromethane). Run at time 5 hour. The product is CNC(=S)C1(C(CCCC1)=O)C=1C=NC=C(C1)Br ((±)-N-methyl-2-oxo-1-(5-bromopyrid-3-yl) -cyclohexanecarbothioamide). Reaction SMILES: [CH3:1][NH2:2].[Br:3][C:4]1[CH:5]=[C:6]([C:10]2([C:17]([S:19]C)=S)[CH2:15][CH2:14][CH2:13][CH2:12][C:11]2=[O:16])[CH:7]=[N:8][CH:9]=1>C(O)C.ClCCl>[CH3:1][NH:2][C:17]([C:10]1([C:6]2[CH:7]=[N:8][CH:9]=[C:4]([Br:3])[CH:5]=2)[CH2:15][CH2:14][CH2:13][CH2:12][C:11]1=[O:16])=[S:19]. Procedure details: A 33% w/v solution of methylamine in ethanol (5.7 ml) was added dropwise to a stirred solution of 2-(5-bromopyrid-3-yl)-2-methylthiothiocarbonylcyclohexanone (1.33 g, 3.86 mmol) in ethanol (25 ml) and dichloromethane (25 ml) at 0°-5° C. The solution was stirred at room temperature for 5 hours and concentrated in vacuo at 30°-35° C. The residue was purified by flash chromatography over silica gel eluting with ethyl acetate: hexane 4:6 to give (±)-N-methyl-2-oxo-1-(5-bromopyrid-3-yl) -cyclohexanec...